This data is from the Open Reaction Database (ORD), a public repository of structured organic reaction records. The task is: describe an organic reaction: reactants, conditions, products, and yield Reactants: N1=C(N=CC=C1)CNCCN (N-(2-pyrimidylmethyl)ethylenediamine), CN=C=O (methyl isocyanate). Yields the product CNC(=O)NCCNCC1=NC=CC=N1 (N-Methyl-N'-[2-(2-pyrimidylmethylamino)ethyl]urea). Reaction SMILES: [N:1]1[CH:6]=[CH:5][CH:4]=[N:3][C:2]=1[CH2:7][NH:8][CH2:9][CH2:10][NH2:11].[CH3:12][N:13]=[C:14]=[O:15]>>[CH3:12][NH:13][C:14]([NH:11][CH2:10][CH2:9][NH:8][CH2:7][C:2]1[N:3]=[CH:4][CH:5]=[CH:6][N:1]=1)=[O:15]. Procedure details: By the procedure of Example 24, N-(2-pyrimidylmethyl)ethylenediamine is reacted with methyl isocyanate to give, after concentrating and separating the residue by column chromatography, the title compound.